This data is from the Open Reaction Database (ORD), a public repository of structured organic reaction records. The task is: describe an organic reaction: reactants, conditions, products, and yield Procedure: In a nitrogen atmosphere with cooling with ice, 5.29 mL of 3′-bromoacetophenone was added to 25 mL of 2 M methylmagnesium iodide/diethyl ether solution and 100 mL of diethyl ether, and stirred for 20 minutes. Water and 2 N hydrochloric acid were added to the reaction liquid, extracted with ethyl acetate, washed with aqueous saturated sodium hydrogencarbonate solution and saturated saline water, and dried with anhydrous magnesium sulfate. The solvent was evaporated away under reduced pressure to ... The solvent is O (Water). RXN SMILES: [Br:1][C:2]1[CH:3]=[C:4]([C:8](=[O:10])[CH3:9])[CH:5]=[CH:6][CH:7]=1.[CH3:11][Mg]I.C(OCC)C.C(OCC)C.Cl>O>[Br:1][C:2]1[CH:3]=[C:4]([C:8]([OH:10])([CH3:11])[CH3:9])[CH:5]=[CH:6][CH:7]=1 |f:1.2|. Product: BrC=1C=C(C=CC1)C(C)(C)O (2-(3-bromophenyl)propan-2-ol). The reactants are BrC=1C=C(C=CC1)C(C)=O (3′-bromoacetophenone), Cl (hydrochloric acid), C[Mg]I.C(C)OCC (methylmagnesium iodide diethyl ether), C(C)OCC (diethyl ether). Reaction conditions: time 20 minute. Starting materials: O.C1(=CC(O)=CC(C)=C1)O (Orcinol monohydrate), CC=1C=C(C=CC1)S(=O)(=O)Cl (3-methylbenzenesulfonyl chloride). The solvent is C(=O)(O)[O-].[Na+] (NaHCO3), C(C)OCC (diethyl ether), O (water). Reaction conditions: time 8 hour. The product is CC=1C=C(C=C(C1)O)OS(=O)(=O)C1=CC(=CC=C1)C (5-Methyl-3-(3-methylphenylsulfonyloxy)phenol). The yield is 94.3%. Reaction SMILES: O.[C:2]1([OH:10])[CH:9]=[C:7]([CH3:8])[CH:6]=[C:4]([OH:5])[CH:3]=1.[CH3:11][C:12]1[CH:13]=[C:14]([S:18](Cl)(=[O:20])=[O:19])[CH:15]=[CH:16][CH:17]=1>C([O-])(O)=O.[Na+].C(OCC)C.O>[CH3:8][C:7]1[CH:9]=[C:2]([O:10][S:18]([C:14]2[CH:15]=[CH:16][CH:17]=[C:12]([CH3:11])[CH:13]=2)(=[O:20])=[O:19])[CH:3]=[C:4]([OH:5])[CH:6]=1 |f:0.1,3.4|. Reported procedure: Orcinol monohydrate (1.42 g, 10.0 mmol) and 3-methylbenzenesulfonyl chloride (1.60 g, 8.0 mmol) were mixed in saturated aqueous NaHCO3 (30 mL) and diethyl ether (30 mL). The biphasic mixture was stirred vigorously at ambient temperature overnight. The reaction mixture was diluted with water (50 mL) and extracted into ethyl acetate (3×40 mL). The organic phase was washed with brine (2×30 mL) and dried over Na2SO4. After removing the solvent in vacuo, the residue was purified by flash column chrom... Reactants: BrC1=C(N=C(S1)CO)CC ((5-bromo-4-ethylthiazol-2-yl)methanol), S(=O)(Cl)Cl (thionyl chloride), ice. Run in C1CCOC1 (THF). Run at time 8 hour. Product: BrC1=C(N=C(S1)CCl)CC (5-Bromo-2-(chloromethyl)-4-ethylthiazole). Isolated yield 88.7%. RXN SMILES: [Br:1][C:2]1[S:6][C:5]([CH2:7]O)=[N:4][C:3]=1[CH2:9][CH3:10].S(Cl)([Cl:13])=O>C1COCC1>[Br:1][C:2]1[S:6][C:5]([CH2:7][Cl:13])=[N:4][C:3]=1[CH2:9][CH3:10]. Procedure details: To a solution of (5-bromo-4-ethylthiazol-2-yl)methanol (313 mg 1.41 mmol) in THF (15 ml) under nitrogen at room temperature was added thionyl chloride (0.206 ml 2.82 mmol) and stirred overnight. LCMS indicated the completion of the reaction. A saturated ice cold aqueous NaHCO3 solution was added to the reaction solution with gas evolution. The mixture was extracted with EtOAc (4×20 ml), dried over sodium sulfate and concentrated to give a brown oil 301 mg, 89% which was used for the next step wi... Reaction SMILES: [C:9]([CH:10]=[CH2:11])(=[O:12])[O:13][CH3:14].[CH3:15][c:16]1[cH:17][cH:18][cH:19][cH:20][c:21]1[P:22]([c:23]1[cH:24][cH:25][cH:26][cH:27][c:28]1[CH3:29])[c:30]1[cH:31][cH:32][cH:33][cH:34][c:35]1[CH3:36].[CH3:37][C:38]#[N:39].[NH2:1][c:2]1[n:3][cH:4][c:5]([Br:8])[cH:6][cH:7]1.[O-:41][C:42]([CH3:43])=[O:44].[O-:45][C:46]([CH3:47])=[O:48].[Pd+2:40]>>[NH2:1][c:2]1[n:3][cH:4][c:5]([CH:11]=[CH:10][C:9](=[O:12])[O:13][CH3:14])[cH:6][cH:7]1. Starting materials: C=CC(=O)OC, Cc1ccccc1P(c1ccccc1C)c1ccccc1C, CC#N, Nc1ccc(Br)cn1, CC(=O)[O-], CC(=O)[O-], [Pd+2]. Product: COC(=O)C=Cc1ccc(N)nc1. Starting materials: CCCC(=O)c1cnc2c(OCCSC)cccc2c1Nc1ccccc1Cl, ClCCl, [O-]Cl, [Na+], O. Product: CCCC(=O)c1cnc2c(OCCS(C)=O)cccc2c1Nc1ccccc1Cl. RXN SMILES: [C:1]([CH2:2][CH2:3][CH3:4])(=[O:5])[c:6]1[cH:7][n:8][c:9]2[c:10]([O:24][CH2:25][CH2:26][S:27][CH3:28])[cH:11][cH:12][cH:13][c:14]2[c:15]1[NH:16][c:17]1[c:18]([Cl:23])[cH:19][cH:20][cH:21][cH:22]1.[CH2:33]([Cl:34])[Cl:35].[Cl:30][O-:31].[Na+:32].[OH2:29]>>[C:1]([CH2:2][CH2:3][CH3:4])(=[O:5])[c:6]1[cH:7][n:8][c:9]2[c:10]([O:24][CH2:25][CH2:26][S:27]([CH3:28])=[O:29])[cH:11][cH:12][cH:13][c:14]2[c:15]1[NH:16][c:17]1[c:18]([Cl:23])[cH:19][cH:20][cH:21][cH:22]1. Reactants: Intermediate 274A, C(CCC)N(C(=O)C=1N=C(NC1)C1=C(C=C(C(=O)OC)C=C1)C(=O)OCC1=CC=CC=C1)CCCC (3-benzyl 1-methyl 4-(4-(dibutylcarbamoyl)-1H-imidazol-2-yl)isophthalate), BrCCOCCO[Si](C1=CC=CC=C1)(C1=CC=CC=C1)C(C)(C)C ((2-(2-bromoethoxy)ethoxy)(tert-butyl)diphenylsilane). Yields the product [Si](C1=CC=CC=C1)(C1=CC=CC=C1)(C(C)(C)C)OCCOCCN1C(=NC(=C1)C(N(CCCC)CCCC)=O)C1=C(C=C(C(=O)OC)C=C1)C(=O)OCC1=CC=CC=C1 (3-Benzyl 1-methyl 4-(1-(2-(2-(tert-butyldiphenylsilyloxy)ethoxy)ethyl)-4-(dibutylcarbamoyl)-1H-imidazol-2-yl)isophthalate). The yield is 85.6%. RXN SMILES: [CH2:1]([N:5]([CH2:33][CH2:34][CH2:35][CH3:36])[C:6]([C:8]1[N:9]=[C:10]([C:13]2[CH:22]=[CH:21][C:16]([C:17]([O:19][CH3:20])=[O:18])=[CH:15][C:14]=2[C:23]([O:25][CH2:26][C:27]2[CH:32]=[CH:31][CH:30]=[CH:29][CH:28]=2)=[O:24])[NH:11][CH:12]=1)=[O:7])[CH2:2][CH2:3][CH3:4].Br[CH2:38][CH2:39][O:40][CH2:41][CH2:42][O:43][Si:44]([C:57]([CH3:60])([CH3:59])[CH3:58])([C:51]1[CH:56]=[CH:55][CH:54]=[CH:53][CH:52]=1)[C:45]1[CH:50]=[CH:49][CH:48]=[CH:47][CH:46]=1>>[Si:44]([O:43][CH2:42][CH2:41][O:40][CH2:39][CH2:38][N:11]1[CH:12]=[C:8]([C:6](=[O:7])[N:5]([CH2:1][CH2:2][CH2:3][CH3:4])[CH2:33][CH2:34][CH2:35][CH3:36])[N:9]=[C:10]1[C:13]1[CH:22]=[CH:21][C:16]([C:17]([O:19][CH3:20])=[O:18])=[CH:15][C:14]=1[C:23]([O:25][CH2:26][C:27]1[CH:28]=[CH:29][CH:30]=[CH:31][CH:32]=1)=[O:24])([C:57]([CH3:59])([CH3:60])[CH3:58])([C:51]1[CH:52]=[CH:53][CH:54]=[CH:55][CH:56]=1)[C:45]1[CH:46]=[CH:47][CH:48]=[CH:49][CH:50]=1. Procedure details: Following a procedure analogous to that for the synthesis of Intermediate 274A, 3-benzyl 1-methyl 4-(4-(dibutylcarbamoyl)-1H-imidazol-2-yl)isophthalate (200 mg, 0.40 mmol) and (2-(2-bromoethoxy)ethoxy)(tert-butyl)diphenylsilane (165 mg, 0.40 mmol) were converted to the title compound (280 mg, 84%). 1H NMR (CDCl3) δ 8.66 (d, J=2.0 Hz, 1H), 8.16 (dd, J=8.0, 2.0 Hz, 1H), 7.62-7.57 (m, 4H), 7.57 (s, 1H), 7.52 (d, J=8.0 Hz, 1H), 7.42-7.32 (m, 9H), 7.24-7.22 (m, 2H), 5.12 (s, 2H), 3.96 (s, 3H), 3.94-3... Starting materials: CCS(=O)(=O)c1ccc(NC(=O)CCCc2ccc(B(O)O)cc2)cc1C#N, CCS(=O)(=O)c1ccc(NC(=O)OCCc2ccc(Br)cc2)cc1C#N. Product: CCS(=O)(=O)c1ccc(NC(=O)OCCc2ccc(B(O)O)cc2)cc1C#N. RXN SMILES: [C:1]([c:2]1[cH:3][c:4]([NH:5][C:6](=[O:7])[CH2:8][CH2:9][CH2:10][c:11]2[cH:12][cH:13][c:14]([B:25]([OH:26])[OH:27])[cH:15][cH:16]2)[cH:17][cH:18][c:19]1[S:20]([CH2:21][CH3:22])(=[O:23])=[O:24])#[N:28].[C:29](#[N:30])[c:31]1[cH:32][c:33]([NH:42][C:43]([O:44][CH2:45][CH2:46][c:47]2[cH:48][cH:49][c:50]([Br:53])[cH:51][cH:52]2)=[O:54])[cH:34][cH:35][c:36]1[S:37](=[O:38])(=[O:39])[CH2:40][CH3:41]>>[B:25]([OH:26])([OH:27])[c:50]1[cH:49][cH:48][c:47]([CH2:46][CH2:45][O:44][C:43]([NH:42][c:33]2[cH:32][c:31]([C:29]#[N:30])[c:36]([S:37](=[O:38])(=[O:39])[CH2:40][CH3:41])[cH:35][cH:34]2)=[O:54])[cH:52][cH:51]1.